The task is: describe an organic reaction: reactants, conditions, products, and yield. This data is from the Open Reaction Database (ORD), a public repository of structured organic reaction records. Starting materials: N1([C@H](C(=O)O)CCC1)C(=O)OC(C)(C)C (Boc-Pro-OH), NC(CO)(C)C (2-amino-2-methyl-1-propanol), C=1C=CC2=C(C1)N=NN2O (HOBt), CCN=C=NCCCN(C)C.Cl (EDC hydrochloride), resultant mixture. Run in CN(C)C=O (DMF). Yields the product N1([C@H](C(=O)NC(C)(C)CO)CCC1)C(=O)OC(C)(C)C (Boc-Pro-NH—C(CH3)2—CH2OH). As a reaction SMILES: [N:1]1([C:9]([O:11][C:12]([CH3:15])([CH3:14])[CH3:13])=[O:10])[CH2:8][CH2:7][CH2:6][C@H:2]1[C:3]([OH:5])=O.[NH2:16][C:17]([CH3:21])([CH3:20])[CH2:18][OH:19].C1C=CC2N(O)N=NC=2C=1.CCN=C=NCCCN(C)C.Cl>CN(C=O)C>[N:1]1([C:9]([O:11][C:12]([CH3:15])([CH3:14])[CH3:13])=[O:10])[CH2:8][CH2:7][CH2:6][C@H:2]1[C:3]([NH:16][C:17]([CH2:18][OH:19])([CH3:21])[CH3:20])=[O:5] |f:3.4|. Procedure details: In a DMF solution containing 0.20 g of Boc-Pro-OH, 0.09 ml of 2-amino-2-methyl-1-propanol, 0.14 g of HOBt and 0.21 g of EDC hydrochloride were added and the resultant mixture was stirred for 14 hrs. The reaction mixture was treated similarly to that in Example 46 to give 80 mg of the title compound.